Task: describe an organic reaction: reactants, conditions, products, and yield. Dataset: the Open Reaction Database (ORD), a public repository of structured organic reaction records The yield is 47.0%. Yields the product SiO2, BrC(CCC[C@@]1([C@H](C[C@@]2(C(=CC([C@H]1C2(OC)OC)=O)OC)CC=C(C)C)O)C)(C)C ((1S,5R,7S,8S)-8-(4-Bromo-4-methylpentyl)-7-hydroxy-4,9,9-trimethoxy-8-methyl-5-(3-methylbut-2-en-1-yl)bicyclo[3.3.1]non-3-en-2-one). Reactants: C(=O)(O)[O-].[Na+] (NaHCO3), BrB(C)C (bromodimethylborane), COC=1[C@@]2([C@@]3([C@@H]([C@](C(O3)C2)(C)CCCC(C)(C)OC)C(C1)=O)OC)CC=C(C)C ((3S,3aS,7R,7aS)-6,7a-Dimethoxy-3-(4-methoxy-4-methylpentyl)-3-methyl-7-(3-methylbut-2-en-1-yl)-3,3a,7,7a-tetrahydro-2,7-methanobenzofuran-4(2H)-one). As a reaction SMILES: [CH3:1][O:2][C:3]1[C@@:4]2([CH2:25][CH:26]=[C:27]([CH3:29])[CH3:28])[CH2:10][CH:8]3[O:9][C@@:5]2([O:23][CH3:24])[C@H:6]([C:20](=[O:22])[CH:21]=1)[C@@:7]3([CH2:12][CH2:13][CH2:14][C:15](OC)([CH3:17])[CH3:16])[CH3:11].[Br:30]B(C)C.[C:34]([O-:37])(O)=O.[Na+]>CCOC(C)=O.CCCCCC.CO.CCN(CC)CC.C(Cl)Cl>[Br:30][C:15]([CH3:17])([CH3:16])[CH2:14][CH2:13][CH2:12][C@@:7]1([CH3:11])[C@@H:6]2[C:5]([O:37][CH3:34])([O:23][CH3:24])[C@@:4]([CH2:25][CH:26]=[C:27]([CH3:28])[CH3:29])([C:3]([O:2][CH3:1])=[CH:21][C:20]2=[O:22])[CH2:10][C@@H:8]1[OH:9] |f:2.3|. The solvent is CCOC(=O)C (EtOAc), CCCCCC (hexane), CO (MeOH), CCN(CC)CC (NEt3), C(Cl)Cl (DCM), C(Cl)Cl (DCM), C(C)N(CC)CC (triethylamine). Procedure details: A DCM (3 mL) solution of 32 (160. mg, 0.316 mmol, 1 equiv.) and triethylamine (26.5 μL, 0.189 mmol, 0.6 equiv.) was cooled to −78° C. in a 10-mL recovery flask, and a DCM solution of bromodimethylborane (1.26 M, 1.5 mL, 1.89 mmol, 6 equiv.) was added slowly. After stirring the bright yellow solution at −78° C. for 40 min, a 1:1 mixture of NEt3 and MeOH (3 mL) and saturated aqueous NaHCO3 were added in succession at −78° C. The mixture was then allowed to warm to room temperature and thrice extra... Conditions: temperature -78 celsius, time 40 minute. As a reaction SMILES: F[C:2]1[CH:3]=[C:4]2[C:8](=[CH:9][CH:10]=1)[NH:7][C:6](=[O:11])[CH2:5]2.[Si](OS(C(F)(F)F)(=O)=O)(C)(C)C>C[Si](N[Si](C)(C)C)(C)C>[NH:7]1[CH:6]=[CH:5][CH:4]=[C:8]1[CH:9]=[C:5]1[C:4]2[C:8](=[CH:9][CH:10]=[CH:2][CH:3]=2)[NH:7][C:6]1=[O:11]. Reactants: (NH4)2SO4, FC=1C=C2CC(NC2=CC1)=O (5-fluoroindolin-2-one), 14, [Si](C)(C)(C)OS(=O)(=O)C(F)(F)F (TMSOTf). Procedure: (NH4)2SO4 (0.09 g, 0.67 mmol) was added into a stirred mixture of 8 (1.0 g, 6.61 mmol) in HMDS (20 mL, 20 P) at room temperature. The reaction mixture was then heated to reflux and maintained at that temperature for no less than 5 hours. Monitor the reaction by GC. After the reaction is completed, 14 (1.1 g, 3.77 mmol) and TMSOTf (0.29 g, 1.32 mmol) were added. Then the mixture was stirred, once the reaction was complete (as indicated by HPLC analysis) it was quenched with water (6 mL, 6 P.) and... The product is N1C(=CC=C1)C=C1C(NC2=CC=CC=C12)=O (3-((pyrrol-2-yl)methylene)-2-indolinone). The solvent is C[Si](C)(C)N[Si](C)(C)C (HMDS). The yield is 276.3%.